Dataset: the Open Reaction Database (ORD), a public repository of structured organic reaction records. Task: describe an organic reaction: reactants, conditions, products, and yield As a reaction SMILES: [BH4-:1].[CH3:44][OH:45].[ClH:43].[Na+:2].[O:3]=[C:4]1[S:5][CH:6]([CH2:10][c:11]2[cH:12][cH:13][c:14]([O:15][CH2:16][C:17]3([CH3:40])[O:18][c:19]4[c:20]([CH3:39])[c:21]([CH3:38])[c:22]([O:29][CH2:30][C:31](=[O:32])[O:33][CH2:34][CH2:35][O:36][CH3:37])[c:23]([CH3:28])[c:24]4[C:25](=[O:27])[CH2:26]3)[cH:41][cH:42]2)[C:7](=[O:9])[NH:8]1>>[O:3]=[C:4]1[S:5][CH:6]([CH2:10][c:11]2[cH:12][cH:13][c:14]([O:15][CH2:16][C:17]3([CH3:40])[O:18][c:19]4[c:20]([CH3:39])[c:21]([CH3:38])[c:22]([O:29][CH2:30][C:31](=[O:32])[O:33][CH2:34][CH2:35][O:36][CH3:37])[c:23]([CH3:28])[c:24]4[CH:25]([OH:27])[CH2:26]3)[cH:41][cH:42]2)[C:7](=[O:9])[NH:8]1. Yields the product COCCOC(=O)COc1c(C)c(C)c2c(c1C)C(O)CC(C)(COc1ccc(CC3SC(=O)NC3=O)cc1)O2. The reactants are [BH4-], CO, Cl, [Na+], COCCOC(=O)COc1c(C)c(C)c2c(c1C)C(=O)CC(C)(COc1ccc(CC3SC(=O)NC3=O)cc1)O2. Reactants: COC(=O)C(C)(C)CC(=O)c1ccc(Br)cc1, O=C([O-])[O-], CC(=O)[O-], CC(=O)[O-], CC(=O)[O-], CN(C)C=O, COc1cc(Cl)ccc1[N+](=O)[O-], [Cs+], [Cs+], [K+], O, [Pd+2]. The product is COC(=O)C(C)(C)CC(=O)c1ccc(-c2ccc([N+](=O)[O-])c(OC)c2)cc1. Reaction SMILES: [Br:1][c:2]1[cH:3][cH:4][c:5]([C:8]([CH2:9][C:10]([C:11](=[O:12])[O:13][CH3:14])([CH3:15])[CH3:16])=[O:17])[cH:6][cH:7]1.[C:35](=[O:36])([O-:37])[O-:38].[C:46]([O-:47])(=[O:48])[CH3:49].[C:51]([O-:52])(=[O:53])[CH3:54].[CH3:19][C:20](=[O:21])[O-:22].[CH3:41][N:42]([CH3:43])[CH:44]=[O:45].[Cl:23][c:24]1[cH:25][cH:26][c:27]([N+:32](=[O:33])[O-:34])[c:28]([O:30][CH3:31])[cH:29]1.[Cs+:39].[Cs+:40].[K+:18].[OH2:55].[Pd+2:50]>>[c:2]1(-[c:24]2[cH:25][cH:26][c:27]([N+:32](=[O:33])[O-:34])[c:28]([O:30][CH3:31])[cH:29]2)[cH:3][cH:4][c:5]([C:8]([CH2:9][C:10]([C:11](=[O:12])[O:13][CH3:14])([CH3:15])[CH3:16])=[O:17])[cH:6][cH:7]1. Reactants: C(C1=CC=CC=C1)N1C(N(CC1)C=1SC(=C(N1)C)C(=O)O)=O (2-(3-benzyl-2-oxoimidazolidin-1-yl)-4-methylthiazole-5-carboxylic acid), C1(CC1)CN1C(N(CC1)C=1SC(=C(N1)C)C(=O)O)=O (2-(3-(cyclopropylmethyl)-2-oxoimidazolidin-1-yl)-4-methylthiazole-5-carboxylic acid), NCC=1C=NC=CC1 (3-(aminomethyl)pyridine). Yields the product C1(CC1)CN1C(N(CC1)C=1SC(=C(N1)C)C(=O)NCC=1C=NC=CC1)=O (2-(3-(cyclopropylmethyl)-2-oxoimidazolidin-1-yl)-4-methyl-N-(pyridin-3-ylmethyl)thiazole-5-carboxamide). Isolated yield 33.0%. As a reaction SMILES: [CH2:1]([N:8]1[CH2:12][CH2:11][N:10]([C:13]2[S:14][C:15]([C:19]([OH:21])=O)=[C:16]([CH3:18])[N:17]=2)[C:9]1=[O:22])[C:2]1[CH:7]=[CH:6]C=CC=1.C1(CN2CCN(C3SC(C(O)=O)=C(C)N=3)C2=O)CC1.[NH2:42][CH2:43][C:44]1[CH:45]=[N:46][CH:47]=[CH:48][CH:49]=1>>[CH:2]1([CH2:1][N:8]2[CH2:12][CH2:11][N:10]([C:13]3[S:14][C:15]([C:19]([NH:42][CH2:43][C:44]4[CH:45]=[N:46][CH:47]=[CH:48][CH:49]=4)=[O:21])=[C:16]([CH3:18])[N:17]=3)[C:9]2=[O:22])[CH2:7][CH2:6]1. Procedure: Following the procedure as describe in Example 9, making variations as required to replace 2-(3-benzyl-2-oxoimidazolidin-1-yl)-4-methylthiazole-5-carboxylic acid with 2-(3-(cyclopropylmethyl)-2-oxoimidazolidin-1-yl)-4-methylthiazole-5-carboxylic acid to react with 3-(aminomethyl)pyridine in place of benzylamine, the title compound was obtained as a white powder in 33% yield: mp 157-158° C.; 1H NMR (300 MHz, DMSO-d6) δ 8.53-8.47 (m, 2H), 8.42-8.40 (m, 1H), 7.68-7.64 (m, 1H), 7.33-7.29 (m, 1H), 4.... Reactants: NC=1C(=NOC1C(=O)N)C1CCCC1 (4-Amino-3-cyclopentyl-isoxazole-5-carboxamide), COC1=CC=C(C=C1)CC(=O)Cl (4-methoxyphenylacetyl chloride). The reagents and catalysts are CN(C)C=1C=CN=CC1 (DMAP). The solvent is N1=CC=CC=C1 (pyridine). Reaction conditions: temperature 60 celsius, time 5 hour. Product: C1(CCCC1)C1=NOC(=C1NC(CC1=CC=C(C=C1)OC)=O)C(=O)N (3-Cyclopentyl-4-{[2-(4-methoxyphenyl)acetyl]amino}-isoxazole-5-carboxamide). Reaction SMILES: [NH2:1][C:2]1[C:3]([CH:10]2[CH2:14][CH2:13][CH2:12][CH2:11]2)=[N:4][O:5][C:6]=1[C:7]([NH2:9])=[O:8].[CH3:15][O:16][C:17]1[CH:22]=[CH:21][C:20]([CH2:23][C:24](Cl)=[O:25])=[CH:19][CH:18]=1>N1C=CC=CC=1.CN(C1C=CN=CC=1)C>[CH:10]1([C:3]2[C:2]([NH:1][C:24](=[O:25])[CH2:23][C:20]3[CH:21]=[CH:22][C:17]([O:16][CH3:15])=[CH:18][CH:19]=3)=[C:6]([C:7]([NH2:9])=[O:8])[O:5][N:4]=2)[CH2:11][CH2:12][CH2:13][CH2:14]1. Reported procedure: 12 g (61 mmol) of 4-amino-3-cyclopentyl-isoxazole-5-carboxamide (example VI) are dissolved in 50 ml of pyridine, and 12.48 g (67 mmol) of 4-methoxyphenylacetyl chloride and a spatula tip of DMAP are added. The reaction mixture is stirred at 60° C. for 5 hours and the solvent is then removed in vacuo. The residue is taken up in dichloromethane and the solution is shaken twice with 1N hydrochloric acid and twice with sodium hydrogencarbonate solution; it is then dried over sodium sulfate and the s... The reactants are C(C)(C)(C)OC1=CC=C(C=C)C=C1 (p-tert-butoxystyrene), OC1=CC=C(C=C)C=C1 (p-hydroxystyrene). Run in petroleum ether. Yields the product C(C)(C)(C)OC1=CC=C(C=C)C=C1.OC1=CC=C(C=C)C=C1 (p-tert-butoxystyrene p-hydroxystyrene). Isolated yield 84.3%. Reaction SMILES: [C:1]([O:5][C:6]1[CH:13]=[CH:12][C:9]([CH:10]=[CH2:11])=[CH:8][CH:7]=1)([CH3:4])([CH3:3])[CH3:2].[OH:14][C:15]1[CH:22]=[CH:21][C:18]([CH:19]=[CH2:20])=[CH:17][CH:16]=1>>[C:1]([O:5][C:6]1[CH:7]=[CH:8][C:9]([CH:10]=[CH2:11])=[CH:12][CH:13]=1)([CH3:4])([CH3:2])[CH3:3].[OH:14][C:15]1[CH:22]=[CH:21][C:18]([CH:19]=[CH2:20])=[CH:17][CH:16]=1 |f:2.3|. Procedure: Using p-tert-butoxystyrene (3.5 g, 0.02 mole) and p-hydroxystyrene (2.7 g, 0.02 mole), free radical polymerization was carried out in the same manner as described in Synthesis Example 1. Then, the reaction mixture was poured into petroleum ether, and the precipitate was filtered, washed and dried in vacuo to give 5.0 g of the title compound as a white powder having Mw 10000 (GPC with polystyrene calibration). The composition of the polymer was found to be p-tert-butoxystyrene and p-hydroxystyren... Reactants: C([O-])([O-])=O.[K+].[K+] (potassium carbonate), COC1=NC(=NC(=C1)OC)S(=O)(=O)C (4,6-dimethoxy-2-methylsulphonyl-pyrimidine), NN1C(NN=C1SC)=O (4-amino-5-methylthio-2,4-dihydro-3H-1,2,4-triazol-3-one). The reagents and catalysts are C1(=CC=C(C=C1)S(=O)(=O)O)C (p-toluenesulphonic acid). Solvent: CC(=O)C (acetone). Conditions: temperature 60 celsius, time 3 hour. The product is NN1C(N(N=C1SC)C1=NC(=CC(=N1)OC)OC)=O (4-amino-5-methylthio-2 -(4,6-dimethoxy-pyrimidin-2-yl)-2,4-dihydro-3H-1,2,4-triazol-3-one). Isolated yield 86.2%. Reaction SMILES: [NH2:1][N:2]1[C:6]([S:7][CH3:8])=[N:5][NH:4][C:3]1=[O:9].C(=O)([O-])[O-].[K+].[K+].[CH3:16][O:17][C:18]1[CH:23]=[C:22]([O:24][CH3:25])[N:21]=[C:20](S(C)(=O)=O)[N:19]=1>C1(C)C=CC(S(O)(=O)=O)=CC=1.CC(C)=O>[NH2:1][N:2]1[C:6]([S:7][CH3:8])=[N:5][N:4]([C:20]2[N:21]=[C:22]([O:24][CH3:25])[CH:23]=[C:18]([O:17][CH3:16])[N:19]=2)[C:3]1=[O:9] |f:1.2.3|. Procedure: A mixture of 3.0 g (0.02 mol) of 4-amino-5-methylthio-2,4-dihydro-3H-1,2,4-triazol-3-one and 200 ml of acetone is refluxed for 4 hours after 0.1 g of p-toluenesulphonic acid has been added. The mixture is concentrated, the residue is taken up in 100 ml of acetonitrile, and the reaction mixture is refluxed for 12 hours after 8.3 g (0.06 mol) of potassium carbonate and 4.4 g (0.02 mol) of 4,6-dimethoxy-2-methylsulphonyl-pyrimidine have been added. The cooled mixture is filtered, the filtrate is co...